The task is: describe an organic reaction: reactants, conditions, products, and yield. This data is from the Open Reaction Database (ORD), a public repository of structured organic reaction records. Starting materials: BrC(C(=O)OCCCC)CC1=CC=C(C=C1)OC1=C(C(=C(C(=C1OC)C)C)OC)C (butyl 2-bromo-3-[4-(2,4,5-trimethyl-3,6-dimethoxyphenoxy)phenyl]propionate), NC(=S)N (thiourea), S1(=O)(=O)CCCC1 (sulfolane), Cl (hydrochloric acid). The solvent is O (water), COCCO (ethylene glycol monomethyl ether). Conditions: temperature 120 celsius. Product: CC1=C(OC2=CC=C(CC3C(NC(S3)=O)=O)C=C2)C(=C(C(=C1OC)C)C)OC (5-[4-(2,4,5-Trimethyl-3,6-dimethoxyphenoxy)benzyl]thiazolidine-2,4-dione). Reaction SMILES: Br[CH:2]([CH2:10][C:11]1[CH:16]=[CH:15][C:14]([O:17][C:18]2[C:23]([O:24][CH3:25])=[C:22]([CH3:26])[C:21]([CH3:27])=[C:20]([O:28][CH3:29])[C:19]=2[CH3:30])=[CH:13][CH:12]=1)[C:3](OCCCC)=[O:4].[NH2:31][C:32](N)=[S:33].S1(CCCC1)(=O)=[O:36].Cl>O.COCCO>[CH3:30][C:19]1[C:20]([O:28][CH3:29])=[C:21]([CH3:27])[C:22]([CH3:26])=[C:23]([O:24][CH3:25])[C:18]=1[O:17][C:14]1[CH:15]=[CH:16][C:11]([CH2:10][CH:2]2[S:33][C:32](=[O:36])[NH:31][C:3]2=[O:4])=[CH:12][CH:13]=1. Reported procedure: A mixture of 5.7 g of butyl 2-bromo-3-[4-(2,4,5-trimethyl-3,6-dimethoxyphenoxy)phenyl]propionate (prepared as described in Preparation 1), 1.2 g of thiourea and 10 ml of sulfolane was heated at 120° C. for 5 hours under an atmosphere of nitrogen, and then 20 ml of ethylene glycol monomethyl ether and 10 ml of 2N aqueous hydrochloric acid were added to the resulting mixture. The mixture was then heated at 100° C. for 5 hours, after which the reaction mixture was poured into water and then extract... Reactants: CC(C)CN(C(=O)c1cnc(C(C)(C)C)nc1NCc1ccco1)C1CC(CO)CN(C(=O)OC(C)(C)C)C1, O=C([O-])[O-], [K+], [K+], O=C(O)C(F)(F)F. Yields the product CC(C)CN(C(=O)c1cnc(C(C)(C)C)nc1NCc1ccco1)C1CNCC(CO)C1. RXN SMILES: [C:1]([CH3:2])([CH3:3])([CH3:4])[c:5]1[n:6][cH:7][c:8]([C:18](=[O:19])[N:20]([CH:21]2[CH2:22][N:23]([C:29]([O:30][C:31]([CH3:32])([CH3:33])[CH3:34])=[O:35])[CH2:24][CH:25]([CH2:27][OH:28])[CH2:26]2)[CH2:36][CH:37]([CH3:38])[CH3:39])[c:9]([NH:11][CH2:12][c:13]2[o:14][cH:15][cH:16][cH:17]2)[n:10]1.[C:40](=[O:41])([O-:42])[O-:43].[K+:44].[K+:45].[OH:46][C:47]([C:48]([F:49])([F:50])[F:51])=[O:52]>>[C:1]([CH3:2])([CH3:3])([CH3:4])[c:5]1[n:6][cH:7][c:8]([C:18](=[O:19])[N:20]([CH:21]2[CH2:22][NH:23][CH2:24][CH:25]([CH2:27][OH:28])[CH2:26]2)[CH2:36][CH:37]([CH3:38])[CH3:39])[c:9]([NH:11][CH2:12][c:13]2[o:14][cH:15][cH:16][cH:17]2)[n:10]1. The reactants are OCC(=C)[C@@H]1[C@H](C(N1C(CC1=CC=C(C=C1)OC)CC1=CC=C(C=C1)OC)=O)[C@@H](C)OC(=O)OCC1=CC=CC=C1 ((3S,4S)-4-(1-hydroxymethylethenyl)-3-(1-(R)-benzyloxycarbonyloxyethyl)-1-di(p-anisyl)methyl-2-azetidinone), N1C=NC=C1 (imidazole), C(C)(C)(C)[Si](Cl)(C)C (t-butyldimethylchlorosilane). Run in O (water), C(C)(=O)OCC (ethyl acetate), CN(C=O)C (dimethylformamide). The product is [Si](C)(C)(C(C)(C)C)OCC(=C)[C@@H]1[C@H](C(N1C(CC1=CC=C(C=C1)OC)CC1=CC=C(C=C1)OC)=O)[C@@H](C)OC(=O)OCC1=CC=CC=C1 ((3S,4S)-4-(1-t-butyldimethylsilyloxymethylethenyl)-3-(1-(R)-benzyloxycarbonyloxyethyl)-1-di(p-anisyl)methyl-2-azetidinone). Reaction SMILES: [OH:1][CH2:2][C:3]([C@H:5]1[N:8]([CH:9]([CH2:19][C:20]2[CH:25]=[CH:24][C:23]([O:26][CH3:27])=[CH:22][CH:21]=2)[CH2:10][C:11]2[CH:16]=[CH:15][C:14]([O:17][CH3:18])=[CH:13][CH:12]=2)[C:7](=[O:28])[C@@H:6]1[C@H:29]([O:31][C:32]([O:34][CH2:35][C:36]1[CH:41]=[CH:40][CH:39]=[CH:38][CH:37]=1)=[O:33])[CH3:30])=[CH2:4].N1C=CN=C1.[C:47]([Si:51]([CH3:54])([CH3:53])Cl)([CH3:50])([CH3:49])[CH3:48]>CN(C)C=O.O.C(OCC)(=O)C>[Si:51]([O:1][CH2:2][C:3]([C@H:5]1[N:8]([CH:9]([CH2:19][C:20]2[CH:25]=[CH:24][C:23]([O:26][CH3:27])=[CH:22][CH:21]=2)[CH2:10][C:11]2[CH:12]=[CH:13][C:14]([O:17][CH3:18])=[CH:15][CH:16]=2)[C:7](=[O:28])[C@@H:6]1[C@H:29]([O:31][C:32]([O:34][CH2:35][C:36]1[CH:37]=[CH:38][CH:39]=[CH:40][CH:41]=1)=[O:33])[CH3:30])=[CH2:4])([C:47]([CH3:50])([CH3:49])[CH3:48])([CH3:54])[CH3:53]. Reported procedure: A solution of (3S,4S)-4-(1-hydroxymethylethenyl)-3-(1-(R)-benzyloxycarbonyloxyethyl)-1-di(p-anisyl)methyl-2-azetidinone (20 g) and imidazole (5.6 g) in dry dimethylformamide (45 ml) was treated with t-butyldimethylchlorosilane (6.77 g) at room temperature for 2 hours. The reaction mixture was diluted with cold water (200 ml) and ethyl acetate (150 ml). The aqueous layer was extracted with ethyl acetate (150 ml). The combined extracts were washed successively with 5% hydrochloric acid solution (8... Starting materials: C(C)(C)(C)OC(=O)N1CCC(CC1)CN(CCC)C1CC2=CC(=CC=C2CC1)[N+](=O)[O-] (4-{[(7-nitro-1,2,3,4-tetrahydro-naphthalen-2-yl)-propyl-amino]-methyl}-piperidine-1-carboxylic acid tert-butyl ester), C(C)(C)NC(=O)N1CCC(CC1)CN(C1CC2=CC(=CC=C2CC1)NC(C1=CC=C(C=C1)S(=O)(=O)C)=O)CC (4-({ethyl-[7-(4-methanesulfonyl-benzoylamino)-1,2,3,4-tetrahydro-naphthalen-2-yl]-amino}-methyl)-piperidine-1-carboxylic acid isopropylamide), FC(C(=O)O)(F)F (trifluoroacetic acid). The solvent is C(Cl)Cl (methylene chloride). Conditions: time 30 minute. Product: [N+](=O)([O-])C1=CC=C2CCC(CC2=C1)N(CCC)CC1CCNCC1 ((7-nitro-1,2,3,4-tetrahydro-naphthalen-2-yl)-piperidin-4-ylmethyl-propyl-amine). RXN SMILES: C(OC([N:8]1[CH2:13][CH2:12][CH:11]([CH2:14][N:15]([CH:19]2[CH2:28][CH2:27][C:26]3[C:21](=[CH:22][C:23]([N+:29]([O-:31])=[O:30])=[CH:24][CH:25]=3)[CH2:20]2)[CH2:16][CH2:17][CH3:18])[CH2:10][CH2:9]1)=O)(C)(C)C.C(NC(N1CCC(CN(CC)C2CCC3C(=CC(NC(=O)C4C=CC(S(C)(=O)=O)=CC=4)=CC=3)C2)CC1)=O)(C)C.FC(F)(F)C(O)=O>C(Cl)Cl>[N+:29]([C:23]1[CH:22]=[C:21]2[C:26]([CH2:27][CH2:28][CH:19]([N:15]([CH2:14][CH:11]3[CH2:10][CH2:9][NH:8][CH2:13][CH2:12]3)[CH2:16][CH2:17][CH3:18])[CH2:20]2)=[CH:25][CH:24]=1)([O-:31])=[O:30]. Procedure: To a solution of 4-{[(7-nitro-1,2,3,4-tetrahydro-naphthalen-2-yl)-propyl-amino]-methyl}-piperidine-1-carboxylic acid tert-butyl ester, prepared as in Example 1 (1.12 g, 2.60 mmol) in methylene chloride (30 mL) under a nitrogen atmosphere was added trifluoroacetic acid (10 mL). The reaction was stirred at room temperature for 30 min. and concentrated in vacuo. The residue was partitioned between EtOAc (50 mL) and 10% aq. KOH (50 mL). The organic layer was separated, dried over MgSO4, filtered, an... The reactants are BrC1=C(C=CC(=C1)OC)S(=O)(=O)N1C=C(C2=CC=CC=C12)CCl (1-(2-Bromo-4-methoxybenzenesulfonyl)-3-chloromethyl-1H-indole), N1CCNCCC1 (homopiperazine). The product is BrC1=C(C=CC(=C1)OC)S(=O)(=O)N1C=C(C2=CC=CC=C12)CN1CCNCCC1 (1-[[1-(2-Bromo-4-methoxybenzenesulfonyl)-indol-3-yl]methyl][1,4]diazepane). As a reaction SMILES: [Br:1][C:2]1[CH:7]=[C:6]([O:8][CH3:9])[CH:5]=[CH:4][C:3]=1[S:10]([N:13]1[C:21]2[C:16](=[CH:17][CH:18]=[CH:19][CH:20]=2)[C:15]([CH2:22]Cl)=[CH:14]1)(=[O:12])=[O:11].[NH:24]1[CH2:30][CH2:29][CH2:28][NH:27][CH2:26][CH2:25]1>>[Br:1][C:2]1[CH:7]=[C:6]([O:8][CH3:9])[CH:5]=[CH:4][C:3]=1[S:10]([N:13]1[C:21]2[C:16](=[CH:17][CH:18]=[CH:19][CH:20]=2)[C:15]([CH2:22][N:24]2[CH2:30][CH2:29][CH2:28][NH:27][CH2:26][CH2:25]2)=[CH:14]1)(=[O:12])=[O:11]. Procedure: Using essentially the same procedure as described in example 127, 1-(2-Bromo-4-methoxybenzenesulfonyl)-3-chloromethyl-1H-indole was reacted with homopiperazine to obtain the above derivative. Reactants: CC(C)C(=O)Cl, ClCCl, Cc1c(C)c2c(c(C)c1O)C(=O)C(C)(C)O2, c1ccncc1. Product: Cc1c(C)c2c(c(C)c1OC(=O)C(C)C)C(=O)C(C)(C)O2. RXN SMILES: [CH3:1][CH:2]([C:3](=[O:4])[Cl:5])[CH3:6].[Cl:29][CH2:30][Cl:31].[OH:7][c:8]1[c:9]([CH3:22])[c:10]([CH3:21])[c:11]2[c:12]([c:19]1[CH3:20])[C:13](=[O:18])[C:14]([CH3:16])([CH3:17])[O:15]2.[cH:23]1[cH:24][cH:25][n:26][cH:27][cH:28]1>>[CH3:1][CH:2]([C:3](=[O:4])[O:7][c:8]1[c:9]([CH3:22])[c:10]([CH3:21])[c:11]2[c:12]([c:19]1[CH3:20])[C:13](=[O:18])[C:14]([CH3:16])([CH3:17])[O:15]2)[CH3:6]. Reactants: C(C)(=O)O[C@H]1[C@H](C(O[C@@H]1COC(C)=O)N=[N+]=[N-])Cl (3,5-di-O-acetyl-2-chloro-2-deoxy-α,β-D-ribofuranosyl azide), [H][H] (hydrogen). Reagents/catalysts: [Pd] (palladium black). The solvent is O1CCOCC1 (dioxane). Yields the product C(C)(=O)O[C@H]1[C@H](C(O[C@@H]1COC(C)=O)N)Cl (3,5-di-O-acetyl-2-chloro-2-deoxy-α,β-D-ribofuranosyl amine). Yield: 99.0%. As a reaction SMILES: [C:1]([O:4][C@@H:5]1[C@@H:9]([CH2:10][O:11][C:12](=[O:14])[CH3:13])[O:8][CH:7]([N:15]=[N+]=[N-])[C@@H:6]1[Cl:18])(=[O:3])[CH3:2].[H][H]>O1CCOCC1.[Pd]>[C:1]([O:4][C@@H:5]1[C@@H:9]([CH2:10][O:11][C:12](=[O:14])[CH3:13])[O:8][CH:7]([NH2:15])[C@@H:6]1[Cl:18])(=[O:3])[CH3:2]. Procedure: Compound (30) obtained in step (2) above (300 mg) was dissolved in dioxane (6 ml). The solution obtained was subjected to a catalytic reduction by blowing hydrogen therein at room temperature in the presence of palladium black as catalyst for 1 hour. The resulting reaction solution was filtered and the filtrate was concentrated to about a half volume and then diluted with dichloroethane (50 ml). The solution as diluted was dried over calcium chloride and concentrated to afford compound (31) as a...